Dataset: the Open Reaction Database (ORD), a public repository of structured organic reaction records. Task: describe an organic reaction: reactants, conditions, products, and yield The reactants are CC(C)(C)P(c1ccccc1-c1ccccc1)C(C)(C)C, C1COCCN1, CC(C)(C)[O-], Cc1ccccc1, CCOC(=O)Nc1ccc(C(F)(F)F)cc1CN(Cc1cc(C(F)(F)F)cc(C(F)(F)F)c1)c1ncc(Br)cn1, [Na+], O=C(C=Cc1ccccc1)C=Cc1ccccc1, O=C(C=Cc1ccccc1)C=Cc1ccccc1, O=C(C=Cc1ccccc1)C=Cc1ccccc1, [Pd], [Pd]. The product is CCOC(=O)Nc1ccc(C(F)(F)F)cc1CN(Cc1cc(C(F)(F)F)cc(C(F)(F)F)c1)c1ncc(N2CCOCC2)cn1. As a reaction SMILES: [C:41]([P:42]([C:43]([CH3:44])([CH3:45])[CH3:46])[c:47]1[cH:48][cH:49][cH:50][cH:51][c:52]1-[c:53]1[cH:54][cH:55][cH:56][cH:57][cH:58]1)([CH3:59])([CH3:60])[CH3:61].[CH2:62]1[CH2:63][O:64][CH2:65][CH2:66][NH:67]1.[CH3:68][C:69]([CH3:70])([O-:71])[CH3:72].[CH3:74][c:75]1[cH:76][cH:77][cH:78][cH:79][cH:80]1.[F:1][C:2]([c:3]1[cH:4][c:5]([CH2:6][N:7]([c:8]2[n:9][cH:10][c:11]([Br:14])[cH:12][n:13]2)[CH2:15][c:16]2[c:17]([NH:26][C:27]([O:28][CH2:29][CH3:30])=[O:31])[cH:18][cH:19][c:20]([C:22]([F:23])([F:24])[F:25])[cH:21]2)[cH:32][c:33]([C:35]([F:36])([F:37])[F:38])[cH:34]1)([F:39])[F:40].[Na+:73].[O:101]=[C:102]([CH:103]=[CH:104][c:105]1[cH:106][cH:107][cH:108][cH:109][cH:110]1)[CH:111]=[CH:112][c:113]1[cH:114][cH:115][cH:116][cH:117][cH:118]1.[O:119]=[C:120]([CH:121]=[CH:122][c:123]1[cH:124][cH:125][cH:126][cH:127][cH:128]1)[CH:129]=[CH:130][c:131]1[cH:132][cH:133][cH:134][cH:135][cH:136]1.[O:83]=[C:84]([CH:85]=[CH:86][c:87]1[cH:88][cH:89][cH:90][cH:91][cH:92]1)[CH:93]=[CH:94][c:95]1[cH:96][cH:97][cH:98][cH:99][cH:100]1.[Pd:81].[Pd:82]>>[F:1][C:2]([c:3]1[cH:4][c:5]([CH2:6][N:7]([c:8]2[n:9][cH:10][c:11]([N:67]3[CH2:62][CH2:63][O:64][CH2:65][CH2:66]3)[cH:12][n:13]2)[CH2:15][c:16]2[c:17]([NH:26][C:27]([O:28][CH2:29][CH3:30])=[O:31])[cH:18][cH:19][c:20]([C:22]([F:23])([F:24])[F:25])[cH:21]2)[cH:32][c:33]([C:35]([F:36])([F:37])[F:38])[cH:34]1)([F:39])[F:40]. Reaction SMILES: [CH2:43]1[O:44][CH2:45][CH2:46][CH2:47]1.[CH3:1][N:2]([CH3:3])[CH2:4][CH2:5][OH:6].[F:30][c:31]1[c:32]([C:33](=[O:34])[N:35]([O:36][CH3:37])[CH3:38])[cH:39][cH:40][cH:41][n:42]1.[cH:7]1[n:8][c:9]([N:17]2[CH2:18][CH2:19][N:20]([C:23](=[O:24])[O:25][C:26]([CH3:27])([CH3:28])[CH3:29])[CH2:21][CH2:22]2)[cH:10][c:11]2[cH:12][cH:13][cH:14][cH:15][c:16]12>>[c:7]1([C:33]([c:32]2[c:31]([F:30])[n:42][cH:41][cH:40][cH:39]2)=[O:34])[n:8][c:9]([N:17]2[CH2:18][CH2:19][N:20]([C:23](=[O:24])[O:25][C:26]([CH3:27])([CH3:28])[CH3:29])[CH2:21][CH2:22]2)[cH:10][c:11]2[cH:12][cH:13][cH:14][cH:15][c:16]12. Reactants: C1CCOC1, CN(C)CCO, CON(C)C(=O)c1cccnc1F, CC(C)(C)OC(=O)N1CCN(c2cc3ccccc3cn2)CC1. The product is CC(C)(C)OC(=O)N1CCN(c2cc3ccccc3c(C(=O)c3cccnc3F)n2)CC1. Reactants: BrCCBr, C=C, C1CCOC1, COC(=O)C(Cc1ccc(I)c(C)c1)NC(=O)OCc1ccccc1, C[Si](C)(C)Cl, [Cl-], Cc1c(I)c(=O)n(C)c(=O)n1C, [NH4+], [Zn], c1coc(P(c2ccco2)c2ccco2)c1. Yields the product COC(=O)C(Cc1ccc(-c2c(C)n(C)c(=O)n(C)c2=O)c(C)c1)NC(=O)OCc1ccccc1. RXN SMILES: [Br:1][CH2:2][CH2:3][Br:4].[CH2:5]=[CH2:6].[CH2:67]1[O:68][CH2:69][CH2:70][CH2:71]1.[CH3:40][O:41][C:42]([CH:43]([NH:44][C:45](=[O:46])[O:47][CH2:48][c:49]1[cH:50][cH:51][cH:52][cH:53][cH:54]1)[CH2:55][c:56]1[cH:57][c:58]([CH3:63])[c:59]([I:62])[cH:60][cH:61]1)=[O:64].[CH3:7][Si:8]([CH3:9])([CH3:10])[Cl:11].[Cl-:65].[I:12][c:13]1[c:14](=[O:23])[n:15]([CH3:22])[c:16](=[O:21])[n:17]([CH3:20])[c:18]1[CH3:19].[NH4+:66].[Zn:72].[o:24]1[cH:25][cH:26][cH:27][c:28]1[P:29]([c:30]1[o:31][cH:32][cH:33][cH:34]1)[c:35]1[o:36][cH:37][cH:38][cH:39]1>>[c:13]1(-[c:59]2[c:58]([CH3:63])[cH:57][c:56]([CH2:55][CH:43]([C:42]([O:41][CH3:40])=[O:64])[NH:44][C:45](=[O:46])[O:47][CH2:48][c:49]3[cH:50][cH:51][cH:52][cH:53][cH:54]3)[cH:61][cH:60]2)[c:14](=[O:23])[n:15]([CH3:22])[c:16](=[O:21])[n:17]([CH3:20])[c:18]1[CH3:19].